From a dataset of the Open Reaction Database (ORD), a public repository of structured organic reaction records. describe an organic reaction: reactants, conditions, products, and yield Starting materials: FC(C1=NNC(=C1C#N)C(=O)O)(F)F (3-(trifluoromethyl)-4-cyano-pyrazole-5-carboxylic acid), COC1=CC=C(C=C1)N1N=C(C(=C1C=1OC=CC1)C#N)C(F)(F)F (1-[(4-methoxy)phenyl]-3-(trifluoromethyl)-4-cyano-5-(2-furyl)pyrazole), C(Cl)(Cl)(Cl)Cl.C(C)#N.O (carbon tetrachloride acetonitrile water), I(=O)(=O)(=O)[O-].[Na+] (sodium periodate). The reagents and catalysts are O.[Ru](Cl)(Cl)Cl (ruthenium (III) chloride monohydrate). Run at time 24 hour. The product is COC1=CC=C(C=C1)N1N=C(C(=C1)C#N)C(F)(F)F.O1C(=CC=C1)C1=CC=NN1 (1-[(4-Methoxy)phenyl]-3-(trifluoromethyl)-4-cyano-1H-pyrazole 5-(2-furyl)pyrazole). The yield is 102.6%. As a reaction SMILES: FC(F)(F)C1C(C#N)=C(C(O)=O)NN=1.[CH3:15][O:16][C:17]1[CH:22]=[CH:21][C:20]([N:23]2[C:27]([C:28]3[O:29][CH:30]=[CH:31][CH:32]=3)=[C:26]([C:33]#[N:34])[C:25]([C:35]([F:38])([F:37])[F:36])=[N:24]2)=[CH:19][CH:18]=1.C(Cl)(Cl)(Cl)Cl.C(#N)C.O.I([O-])(=O)(=O)=O.[Na+]>O.[Ru](Cl)(Cl)Cl>[CH3:15][O:16][C:17]1[CH:18]=[CH:19][C:20]([N:23]2[CH:27]=[C:26]([C:33]#[N:34])[C:25]([C:35]([F:38])([F:36])[F:37])=[N:24]2)=[CH:21][CH:22]=1.[O:29]1[CH:30]=[CH:31][CH:32]=[C:28]1[C:27]1[NH:23][N:24]=[CH:25][CH:26]=1 |f:2.3.4,5.6,7.8,9.10|. Reported procedure: 1-(4-Methoxy)phenyl]-3-(trifluoromethyl)-4-cyano-pyrazole-5-carboxylic acid. To a solution of 1-[(4-methoxy)phenyl]-3-(trifluoromethyl)-4-cyano-5-(2-furyl)pyrazole (0.68 g, 2.04 mmol) in 4:4:6 carbon tetrachloride/acetonitrile/water was added sodium periodate (1.96 g, 9.2 mmol) and ruthenium (III) chloride monohydrate (42 mg, 0.20 mmol). The resulting biphasic reaction was stirred vigorously at ambient temperature for 24 h. The reaction was quenched with 10% aq HCl and diluted with ethyl acetate... Starting materials: C1(CCCCC1)C1(CC1)C(=O)NC1=C2C=CC(=NC2=CC=C1Cl)Cl (1-cyclohexyl-N-(2,6-dichloro-5-quinolinyl)-cyclopropanecarboxamide), example 26 ( b ), CN(CCCN)C (N,N-dimethyl-1,3-propanediamine), C(C)#N (acetonitrile). Run at temperature 100 celsius, time 30 minute. The product is Cl.ClC=1C(=C2C=CC(=NC2=CC1)N(CCCNC)C)NC(=O)C1(CC1)C1CCCCC1 (N-[6-Chloro-2-[methyl[3-(methylamino)propyl]amino]-5-quinolinyl]-1-cyclohexyl-cyclopropanecarboxamide, Hydrochloride). Reaction SMILES: [CH:1]1([C:7]2([C:10]([NH:12][C:13]3[C:22]([Cl:23])=[CH:21][CH:20]=[C:19]4[C:14]=3[CH:15]=[CH:16][C:17](Cl)=[N:18]4)=[O:11])[CH2:9][CH2:8]2)[CH2:6][CH2:5][CH2:4][CH2:3][CH2:2]1.C[N:26]([CH3:31])[CH2:27][CH2:28][CH2:29][NH2:30].[C:32](#N)C>>[ClH:23].[Cl:23][C:22]1[C:13]([NH:12][C:10]([C:7]2([CH:1]3[CH2:2][CH2:3][CH2:4][CH2:5][CH2:6]3)[CH2:9][CH2:8]2)=[O:11])=[C:14]2[C:19](=[CH:20][CH:21]=1)[N:18]=[C:17]([N:30]([CH3:32])[CH2:29][CH2:28][CH2:27][NH:26][CH3:31])[CH:16]=[CH:15]2 |f:3.4|. Reported procedure: To a 10 mL vial was added 1-cyclohexyl-N-(2,6-dichloro-5-quinolinyl)-cyclopropanecarboxamide (example 26 (b)) (0.13 g), N,N-dimethyl-1,3-propanediamine (0.13 mL) and acetonitrile (3 mL). The vial was sealed and heated at 100° C. in a microwave for 20 minutes followed by 30 minutes at 110° C. The solvent was removed from the cooled reaction under reduced pressure, saturated aqueous sodium hydrogen carbonate solution (30 mL) was added and the mixture was extracted with dichloromethane (3×50 mL). T...